Dataset: the Open Reaction Database (ORD), a public repository of structured organic reaction records. Task: describe an organic reaction: reactants, conditions, products, and yield Reactants: ice water, [N+](=O)(O)[O-] (nitric acid), S(O)(O)(=O)=O (sulfuric acid), ClC1=CC=C(C=C1)C(C(=O)OC)(C)C (methyl 2-(4-chlorophenyl)-2-methylpropionate). Reaction SMILES: [N+:1]([O-:4])(O)=[O:2].S(=O)(=O)(O)O.[Cl:10][C:11]1[CH:16]=[CH:15][C:14]([C:17]([CH3:23])([CH3:22])[C:18]([O:20][CH3:21])=[O:19])=[CH:13][CH:12]=1>>[Cl:10][C:11]1[CH:12]=[CH:13][C:14]([C:17]([CH3:23])([CH3:22])[C:18]([O:20][CH3:21])=[O:19])=[CH:15][C:16]=1[N+:1]([O-:4])=[O:2]. The product is ClC1=C(C=C(C=C1)C(C(=O)OC)(C)C)[N+](=O)[O-] (methyl 2-(4-chloro-3-nitrophenyl)-2-methylpropionate). Run at time 30 minute. Procedure details: After dropwise addition of 40.0 g of concentrated nitric acid to 90.7 g of concentrated sulfuric acid under ice cooling, 62.3 g of methyl 2-(4-chlorophenyl)-2-methylpropionate was added dropwise. The resulting mixture was stirred at room temperature for 30 minutes. The reaction mixture was poured into ice water, followed by extraction with ethyl acetate. The organic layer was washed successively with water and brine, dried over anhydrous sodium sulfate and evaporated under reduced pressure, wher... Yield: 100.0%. Starting materials: Cc1cc(Br)cc(B2OC(=O)CN(C)CC(=O)O2)c1F, CC(=O)[O-], CC(=O)[O-], Cc1ccccc1, CC#N, OB(O)C1CC1, [K+], [K+], [K+], O=P([O-])([O-])[O-], [Pd+2]. Product: Cc1cc(C2CC2)cc(B2OC(=O)CN(C)CC(=O)O2)c1F. RXN SMILES: [Br:1][c:2]1[cH:3][c:4]([CH3:20])[c:5]([F:19])[c:6]([B:8]2[O:9][C:10](=[O:18])[CH2:11][N:12]([CH3:17])[CH2:13][C:14](=[O:16])[O:15]2)[cH:7]1.[C:45]([O-:46])(=[O:47])[CH3:48].[C:50]([O-:51])(=[O:52])[CH3:53].[CH3:35][c:36]1[cH:37][cH:38][cH:39][cH:40][cH:41]1.[CH3:42][C:43]#[N:44].[CH:21]1([B:24]([OH:25])[OH:26])[CH2:22][CH2:23]1.[K+:32].[K+:33].[K+:34].[P:27]([O-:28])([O-:29])([O-:30])=[O:31].[Pd+2:49]>>[c:2]1([CH:21]2[CH2:22][CH2:23]2)[cH:3][c:4]([CH3:20])[c:5]([F:19])[c:6]([B:8]2[O:9][C:10](=[O:18])[CH2:11][N:12]([CH3:17])[CH2:13][C:14](=[O:16])[O:15]2)[cH:7]1. Starting materials: CC=1C=CC=CC1N (o-tolylamine), ClCC(=O)Cl (chloroacetyl chloride), C(CCC)N=C=S (n-butylisothiocyanate). The product is C(CCC)\N=C\1/SCC(N1C1=C(C=CC=C1)C)=O (2-[(Z)-n-butylimino]-3-(2-methylphenyl)-thiazolidin-4-one). As a reaction SMILES: [CH3:1][C:2]1[CH:3]=[CH:4][CH:5]=[CH:6][C:7]=1[NH2:8].Cl[CH2:10][C:11](Cl)=[O:12].[CH2:14]([N:18]=[C:19]=[S:20])[CH2:15][CH2:16][CH3:17]>>[CH2:14](/[N:18]=[C:19]1\[S:20][CH2:10][C:11](=[O:12])[N:8]\1[C:7]1[CH:6]=[CH:5][CH:4]=[CH:3][C:2]=1[CH3:1])[CH2:15][CH2:16][CH3:17]. Procedure details: 2-[(Z)-n-butylimino]-3-(2-methylphenyl)-thiazolidin-4-one is prepared following Method B and starting from o-tolylamine, chloroacetyl chloride and n-butylisothiocyanate. LC-MS: tR=0.77 min, [M+1]+=263, 1H NMR (CDCl3): δ 7.35-7.28 (m, 3H), 7.14-7.10 (m, 1H), 4.01 (s, 2H), 3.38-3.22 (, 2H), 2.18 (s, 3H), 1.59-1.47 (m, 2H), 1.38-1.25 (m, 2H), 0.90 (t, J=7.0 Hz, 3H). Starting materials: C(OC)(OC)OC (trimethyl orthoformate), OC1=C(C=O)C=CC=C1C(F)(F)F (2-hydroxy-3-(trifluoromethyl)benzaldehyde), C(C)(C)N(CC)C(C)C (diisopropylethylamine), COCCl (chloromethyl methyl ether), C(O)([O-])=O.[Na+] (sodium hydrogencarbonate). The reagents and catalysts are C12(C(=O)CC(CC1)C2(C)C)CS(=O)(=O)O (camphorsulfonic acid). Solvent: O (water), CO (methanol). Reaction conditions: temperature 50 celsius, time 6 hour. The product is COC(C1=C(C(=CC=C1)C(F)(F)F)OCOC)OC (1-(dimethoxymethyl)-2-(methoxymethoxy)-3-(trifluoromethyl)benzene). The yield is 90.2%. RXN SMILES: [CH:1]([O:6][CH3:7])([O:4][CH3:5])OC.[OH:8][C:9]1[C:16]([C:17]([F:20])([F:19])[F:18])=[CH:15][CH:14]=[CH:13][C:10]=1C=O.C(=O)([O-])O.[Na+].C(N(C(C)C)CC)(C)C.[CH3:35][O:36][CH2:37]Cl>CO.C12(CS(O)(=O)=O)C(C)(C)C(CC1)CC2=O.O>[CH3:7][O:6][CH:1]([O:4][CH3:5])[C:10]1[CH:13]=[CH:14][CH:15]=[C:16]([C:17]([F:18])([F:19])[F:20])[C:9]=1[O:8][CH2:35][O:36][CH3:37] |f:2.3|. Reported procedure: After trimethyl orthoformate (130 ml, 1.19 mol) and camphorsulfonic acid (1.55 g, 6.67 mmol) were added to a solution of 2-hydroxy-3-(trifluoromethyl)benzaldehyde (31.7 g, 167 mmol) obtained in Example (6-3) in methanol (50 ml), the mixture was stirred at 50° C. for 6 hours. After the reaction mixture was poured into a 1% aqueous sodium hydrogencarbonate solution and the mixture was extracted with ethyl acetate (three times), the organic layer was successively washed with water (twice) and a sat... Starting materials: N#CSc1ccc(N)c(Br)c1, CI, CO, N#C[Na]. The product is CSc1ccc(N)c(Br)c1. As a reaction SMILES: [Br:1][c:2]1[c:3]([NH2:4])[cH:5][cH:6][c:7]([S:9][C:10]#[N:11])[cH:8]1.[CH3:15][I:16].[CH3:17][OH:18].[Na:12][C:13]#[N:14]>>[Br:1][c:2]1[c:3]([NH2:4])[cH:5][cH:6][c:7]([S:9][CH3:10])[cH:8]1.